From a dataset of the Open Reaction Database (ORD), a public repository of structured organic reaction records. describe an organic reaction: reactants, conditions, products, and yield The reactants are CC(CCl)=C (2-Methylallyl chloride), BrC1=CC=C(C=C1)OC (4-bromoanisole), S(O)(O)(=O)=O (sulphuric acid). Product: BrC1=CC(=C(C=C1)OC)C(CCl)(C)C (4-bromo-2-(2-chloro-1,1-dimethylethyl)anisole). RXN SMILES: [CH3:1][C:2](=[CH2:5])[CH2:3][Cl:4].[Br:6][C:7]1[CH:12]=[CH:11][C:10]([O:13][CH3:14])=[CH:9][CH:8]=1.S(=O)(=O)(O)O>CCOCC>[Br:6][C:7]1[CH:12]=[CH:11][C:10]([O:13][CH3:14])=[C:9]([C:2]([CH3:5])([CH3:1])[CH2:3][Cl:4])[CH:8]=1. Run at time 5 hour. Solvent: CCOCC (Ether). Procedure details: 2-Methylallyl chloride (108 parts) was added dropwise to a mixture of 4-bromoanisole (240 parts) and a concentrated sulphuric acid (20 parts) over a period of 2 hours at a temperature of 25°-35° C. Stirring was continued for 5 hours and the mixture was then kept for 24 hours at room temperature. Ether (400 parts) was then added and the resulting solution washed with water, aqueous sodium bicarbonate solution and water again. After drying with sodium sulphate and evaporating off the solvent the b... Starting materials: C([C@@H](O)CC(=O)O)(=O)O ((S)-malic acid), C(C1=CC=CC=C1)N (benzyl amine), C1(=CC=CC=C1)C(C)C (cumene). Solvent: O (water), O (water). Product: C(C1=CC=CC=C1)N1C([C@H](CC1=O)O)=O ((S)-1-benzyl-3-hydroxy-2,5-pyrrolidinedione). Yield: 39.6%. As a reaction SMILES: [C:1]([OH:9])(=O)[C@H:2]([CH2:4][C:5](O)=[O:6])[OH:3].[CH2:10]([NH2:17])[C:11]1[CH:16]=[CH:15][CH:14]=[CH:13][CH:12]=1.C1(C(C)C)C=CC=CC=1>O>[CH2:10]([N:17]1[C:5](=[O:6])[CH2:4][C@H:2]([OH:3])[C:1]1=[O:9])[C:11]1[CH:16]=[CH:15][CH:14]=[CH:13][CH:12]=1. Procedure: A mixture of 50.0 g (0.373 mole) (S)-malic acid (Ia), 41 ml (0.373 mole) benzyl amine and 250 ml cumene was heated with an internal temperature of 155° C. for 2.5 h on a water separator, during which time 12 ml water were separated. An oily phase formed during cooling off which slowly crystallized. The cumene was decanted off thereafter and the residue crystallized out of 220 ml EtOH. 30.3 g (39.6%) (S)-1-benzyl-3-hydroxy-2,5-pyrrolidinedione (IIa) were isolated in the form of colorless crystals... The reactants are CC1CN(Cc2ccc(N(C)C(=O)c3ccc(Cl)nc3)cc2)CCN1C(=O)OC(C)(C)C, CNc1ccc(CN2CCN(C(=O)OC(C)(C)C)C(C)C2)c(F)c1. Product: CC1CN(Cc2ccc(N(C)C(=O)c3ccc(Cl)nc3)c(F)c2)CCN1C(=O)OC(C)(C)C. RXN SMILES: [Cl:25][c:26]1[cH:27][cH:28][c:29]([C:32](=[O:33])[N:34]([c:35]2[cH:36][cH:37][c:38]([CH2:41][N:42]3[CH2:43][CH:44]([CH3:55])[N:45]([C:48](=[O:49])[O:50][C:51]([CH3:52])([CH3:53])[CH3:54])[CH2:46][CH2:47]3)[cH:39][cH:40]2)[CH3:56])[cH:30][n:31]1.[F:1][c:2]1[cH:3][c:4]([NH:5][CH3:6])[cH:7][cH:8][c:9]1[CH2:10][N:11]1[CH2:12][CH2:13][N:14]([C:15]([O:16][C:17]([CH3:18])([CH3:19])[CH3:20])=[O:21])[CH:22]([CH3:23])[CH2:24]1>>[F:1][c:40]1[c:35]([N:34]([C:32]([c:29]2[cH:28][cH:27][c:26]([Cl:25])[n:31][cH:30]2)=[O:33])[CH3:56])[cH:36][cH:37][c:38]([CH2:41][N:42]2[CH2:43][CH:44]([CH3:55])[N:45]([C:48](=[O:49])[O:50][C:51]([CH3:52])([CH3:53])[CH3:54])[CH2:46][CH2:47]2)[cH:39]1. Starting materials: CCCC[N+](CCCC)(CCCC)CCCC.[F-] (TBAF), ClC=1C=C2C(=NC1)N(C=C2C2=NC=C(C(=N2)S(=O)C)F)S(=O)(=O)C2=CC=C(C=C2)C (5-chloro-3-(5-fluoro-4-methylsulfinyl-pyrimidin-2-yl)-1-(p-tolylsulfonyl)pyrrolo[2,3-b]pyridine), [NH4+].[Cl-] (NH4Cl), ClC=1C=C2C(=NC1)N(C=C2C2=NC=C(C(=N2)S(=O)C)F)S(=O)(=O)C2=CC=C(C)C=C2 (5-chloro-3-(5-fluoro-4-(methylsulfinyl)pyrimidin-2-yl)-1-tosyl-1H-pyrrolo[2,3-b]pyridine), CCN(C(C)C)C(C)C (iPr2NEt), C[Al](C)C (AlMe3), C1=CC=C(C=C1)P(C2=CC=CC=C2)C3=C(C4=CC=CC=C4C=C3)C5=C(C=CC6=CC=CC=C65)P(C7=CC=CC=C7)C8=CC=CC=C8 ((S)-BINAP), N1C=NC=C1 (imidazole), CO (MeOH), ClC=1C=C2C(=NC1)N(C=C2B2OC(C(O2)(C)C)(C)C)S(=O)(=O)C2=CC=C(C=C2)C (5-chloro-1-(p-tolylsulfonyl)-3-(4,4,5,5-tetramethyl-1,3,2-dioxaborolan-2-yl)pyrrolo[2,3-b]pyridine), ClC=1C=C2C(=NC1)N(C=C2B2OC(C(O2)(C)C)(C)C)S(=O)(=O)C2=CC=C(C=C2)C (5-chloro-1-(p-tolylsulfonyl)-3-(4,4,5,5-tetramethyl-1,3,2-dioxaborolan-2-yl)pyrrolo[2,3-b]pyridine). Reagents/catalysts: [Pd] (Pd—C), CN(C)C=1C=CN=CC1 (DMAP). Run in CCOC(=O)C (EtOAc), C1CCOC1 (THF), CN(C)C=O (DMF), C1CCOC1 (THF), C(Cl)Cl (CH2Cl2). The product is ClC=1C=C2C(=NC1)NC=C2C2=NC=C(C(=N2)NC2C(CCCC2)(O)CS(=O)(=O)C)F ((2-(5-chloro-1H-pyrrolo[2,3-b]pyridin-3-yl)-5-fluoropyrimidin-4-ylamino)-1-(methylsulfonylmethyl)cyclohexanol). Reaction SMILES: C[Al](C)C.C1C=CC(P(C2C=CC3C(=CC=CC=3)C=2[C:28]2[C:37]3[C:32](=[CH:33][CH:34]=[CH:35][CH:36]=3)C=CC=2P(C2C=CC=CC=2)C2C=CC=CC=2)C2C=CC=CC=2)=CC=1.ClC1C=C2C(B3OC(C)(C)C(C)(C)O3)=CN([S:70]([C:73]3C=CC(C)=CC=3)(=[O:72])=[O:71])C2=NC=1.N1C=CN=C1.[Cl:85][C:86]1[CH:87]=[C:88]2[C:94]([C:95]3[N:100]=[C:99](S(C)=O)[C:98]([F:104])=[CH:97][N:96]=3)=[CH:93][N:92](S(C3C=CC(C)=CC=3)(=O)=O)[C:89]2=[N:90][CH:91]=1.[NH4+:115].[Cl-].CCN(C(C)C)C(C)C.CCCC[N+](CCCC)(CCCC)CCCC.[F-].C[OH:145]>CN(C1C=CN=CC=1)C.[Pd].C1COCC1.CCOC(C)=O.C(Cl)Cl.CN(C=O)C>[Cl:85][C:86]1[CH:87]=[C:88]2[C:94]([C:95]3[N:100]=[C:99]([NH:115][CH:32]4[CH2:33][CH2:34][CH2:35][CH2:36][C:37]4([CH2:28][S:70]([CH3:73])(=[O:72])=[O:71])[OH:145])[C:98]([F:104])=[CH:97][N:96]=3)=[CH:93][NH:92][C:89]2=[N:90][CH:91]=1 |f:5.6,8.9|. Procedure details: AlMe3, [Rh2(cod)2Cl2], (S)-BINAP, THF, 0° C.; (b) TBSCl, imidazole, DMAP, DMF; (c) 3-chloroperoxybenzoic acid, CH2Cl2; (d) sodium azide, NH4Cl, MeOH, H2Ol; (e) H2, Pd—C (10%), EtOAc; (f) 5-chloro-3-(5-fluoro-4-(methylsulfinyl)pyrimidin-2-yl)-1-tosyl-1H-pyrrolo[2,3-b]pyridine, iPr2NEt, microwave, 70° C.; (g) TBAF, THF